From a dataset of the Open Reaction Database (ORD), a public repository of structured organic reaction records. describe an organic reaction: reactants, conditions, products, and yield Starting materials: FC=1C=NC(=NC1)N1CCC(CC1)C=O (1-(5-fluoro-2-pyrimidinyl)-4-piperidinecarbaldehyde), C[Mg]Br (methylmagnesium bromide), CS(=O)(=O)Cl (methanesulfonyl chloride). The solvent is CCN(CC)CC (Et3N). Product: CS(=O)(=O)OC(C)C1CCN(CC1)C1=NC=C(C=N1)F ((±)-1-[1-(5-fluoro-2-pyrimidinyl)-4-piperidinyl]ethyl methanesulfonate). RXN SMILES: [F:1][C:2]1[CH:3]=[N:4][C:5]([N:8]2[CH2:13][CH2:12][CH:11]([CH:14]=[O:15])[CH2:10][CH2:9]2)=[N:6][CH:7]=1.[CH3:16][Mg]Br.[CH3:19][S:20](Cl)(=[O:22])=[O:21]>CCN(CC)CC>[CH3:19][S:20]([O:15][CH:14]([CH:11]1[CH2:12][CH2:13][N:8]([C:5]2[N:6]=[CH:7][C:2]([F:1])=[CH:3][N:4]=2)[CH2:9][CH2:10]1)[CH3:16])(=[O:22])=[O:21]. Procedure details: (±)-1-[1-(5-Fluoro-2-pyrimidinyl)-4-piperidinyl]ethyl methanesulfonate (0.24 g) was prepared as a colorless oil from 1-(5-fluoro-2-pyrimidinyl)-4-piperidinecarbaldehyde and methylmagnesium bromide (3M in Et2O) then methanesulfonyl chloride and Et3N in a manner similar to Example 139, Steps 1-2. The crude product was purified by chromatography on an ISCO silica gel column using 0 to 40% EtOAc/hexanes to give (±)-1-[1-(5-fluoro-2-pyrimidinyl)-4-piperidinyl]ethyl methanesulfonate as a colorless oil... Reactants: C(C1=CC=CC=C1)OC=1C=CC2=C(C=C(O2)C(CC)(CC)C2=CC(=C(C=C2)O)C)C1 (4-[1-(5-Benzyloxy-benzofuran-2-yl)-1-ethyl-propyl]-2-methyl-phenol), BrCC(C(C)(C)C)=O (1-bromopinacolone), C(=O)([O-])[O-].[K+].[K+] (K2CO3). Solvent: CC(=O)C (acetone). Product: C(C1=CC=CC=C1)OC=1C=CC2=C(C=C(O2)C(CC)(CC)C2=CC(=C(OCC(C(C)(C)C)=O)C=C2)C)C1 (1-{4-[1-(5-Benzyloxy-benzofuran-2-yl)-1-ethyl-propyl]-2-methyl-phenoxy}-3,3-dimethyl-butan-2-one). Isolated yield 63.5%. Reaction SMILES: [CH2:1]([O:8][C:9]1[CH:10]=[CH:11][C:12]2[O:16][C:15]([C:17]([C:22]3[CH:27]=[CH:26][C:25]([OH:28])=[C:24]([CH3:29])[CH:23]=3)([CH2:20][CH3:21])[CH2:18][CH3:19])=[CH:14][C:13]=2[CH:30]=1)[C:2]1[CH:7]=[CH:6][CH:5]=[CH:4][CH:3]=1.Br[CH2:32][C:33](=[O:38])[C:34]([CH3:37])([CH3:36])[CH3:35].C([O-])([O-])=O.[K+].[K+]>CC(C)=O>[CH2:1]([O:8][C:9]1[CH:10]=[CH:11][C:12]2[O:16][C:15]([C:17]([C:22]3[CH:27]=[CH:26][C:25]([O:28][CH2:32][C:33](=[O:38])[C:34]([CH3:37])([CH3:36])[CH3:35])=[C:24]([CH3:29])[CH:23]=3)([CH2:20][CH3:21])[CH2:18][CH3:19])=[CH:14][C:13]=2[CH:30]=1)[C:2]1[CH:7]=[CH:6][CH:5]=[CH:4][CH:3]=1 |f:2.3.4|. Procedure details: 4-[1-(5-Benzyloxy-benzofuran-2-yl)-1-ethyl-propyl]-2-methyl-phenol (4.05 g, 10.1 mmol) and 1-bromopinacolone (2.17 g, 12.1 mmol) and K2CO3 (2.79 g, 20.2 mmol) in acetone (50 mL) are reacted analogous to Example 18-E to give the title compound (3.20 g, 63%). The reactants are N[C@@H]1CC[C@H](CC1)N1C(N(C=2C1=NC=CN2)C2CC2)=O (1-(trans-4-aminocyclohexyl)-3-cyclopropyl-1H-imidazo[4,5-b]pyrazin-2(3H)-one), ClC1=NC2=CC=CN=C2C=C1 (2-chloro-1,5-naphthyridine), C(C)(C)N(CC)C(C)C (diisopropylethylamine). Run in CS(=O)C (DMSO). Run at temperature 120 celsius. Product: N1=C(C=CC2=NC=CC=C12)N[C@@H]1CC[C@H](CC1)N1C(N(C=2C1=NC=CN2)C2CC2)=O (1-(trans-4-((1,5-naphthyridin-2-yl)amino)cyclohexyl)-3-cyclopropyl-1H-imidazo[4,5-b]pyrazin-2(3H)-one). Isolated yield 4.7%. RXN SMILES: [NH2:1][C@H:2]1[CH2:7][CH2:6][C@H:5]([N:8]2[C:12]3=[N:13][CH:14]=[CH:15][N:16]=[C:11]3[N:10]([CH:17]3[CH2:19][CH2:18]3)[C:9]2=[O:20])[CH2:4][CH2:3]1.Cl[C:22]1[CH:31]=[CH:30][C:29]2[C:24](=[CH:25][CH:26]=[CH:27][N:28]=2)[N:23]=1.C(N(C(C)C)CC)(C)C>CS(C)=O>[N:23]1[C:24]2[C:29](=[N:28][CH:27]=[CH:26][CH:25]=2)[CH:30]=[CH:31][C:22]=1[NH:1][C@H:2]1[CH2:7][CH2:6][C@H:5]([N:8]2[C:12]3=[N:13][CH:14]=[CH:15][N:16]=[C:11]3[N:10]([CH:17]3[CH2:19][CH2:18]3)[C:9]2=[O:20])[CH2:4][CH2:3]1. Procedure: A glass microwave reaction vessel was charged with 1-(trans-4-aminocyclohexyl)-3-cyclopropyl-1H-imidazo[4,5-b]pyrazin-2(3H)-one (0.1050 g, 0.339 mmol), 2-chloro-1,5-naphthyridine (0.067 g, 0.407 mmol, 00358), and diisopropylethylamine (0.177 ml, 1.017 mmol, Sigma-Aldrich Chemical Company, Inc.) in DMSO (0.484 ml) and heated to 120° C. for 2 days. The crude product was purified by reverse-phase preparative HPLC using a Phenomenex Gemini column, 10 micron, 100×50 mm, 0.1% TFA in CH3CN/H2O, gradien... Starting materials: ClC=1C=C2C=C(NC2=CC1)CC=1C(=NC=CC1)/C=C/C(=O)O ((E)-3-{3-[(5-Chloroindolyl)methyl]-2-pyridyl}-2-propenoic acid), CC=1SC(=C(N1)C)S(=O)(=O)N (2,4-dimethyl-1,3-thiazole-5-sulfonamide). Product: CC=1SC(=C(N1)C)S(=O)(=O)NC(\C=C\C1=NC=CC=C1CC=1NC2=CC=C(C=C2C1)Cl)=O (N-(E)-[(2,4-Dimethyl(1,3-thiazol-5-yl))sulfonyl]-3-{3-[(5-chloroindolyl)methyl](2-pyridyl)}-2-propenamide). RXN SMILES: [Cl:1][C:2]1[CH:3]=[C:4]2[C:8](=[CH:9][CH:10]=1)[NH:7][C:6]([CH2:11][C:12]1[C:13](/[CH:18]=[CH:19]/[C:20]([OH:22])=O)=[N:14][CH:15]=[CH:16][CH:17]=1)=[CH:5]2.[CH3:23][C:24]1[S:25][C:26]([S:30]([NH2:33])(=[O:32])=[O:31])=[C:27]([CH3:29])[N:28]=1>>[CH3:23][C:24]1[S:25][C:26]([S:30]([NH:33][C:20](=[O:22])/[CH:19]=[CH:18]/[C:13]2[C:12]([CH2:11][C:6]3[NH:7][C:8]4[C:4]([CH:5]=3)=[CH:3][C:2]([Cl:1])=[CH:10][CH:9]=4)=[CH:17][CH:16]=[CH:15][N:14]=2)(=[O:31])=[O:32])=[C:27]([CH3:29])[N:28]=1. Procedure details: The acid of Step 4 (283 mg; 0.90 mmol) was coupled with 2,4-dimethyl-1,3-thiazole-5-sulfonamide (from Maybridge Chemical) according to step 5 of example 1 to yield 315 mg of the title compound. Starting materials: C(C)(C)(C)OC(NC1(COC(OC1)(C)C)C#CC1=CC(=C(C=C1)OCC1=CC=CC=C1)C(F)F)=O ({5-[(4-benzyloxy-3-difluoromethylphenyl)ethynyl]-2,2-dimethyl-1,3-dioxan-5-yl}carbamic acid t-butyl ester). The reagents and catalysts are [C].[Pd] (palladium carbon). Solvent: O1CCOCC1 (1,4-dioxane). Reaction conditions: time 3.5 hour. Product: C(C)(C)(C)OC(NC1(COC(OC1)(C)C)CCC1=CC(=C(C=C1)O)C(F)F)=O ({5-[2-(3-difluoromethyl-4-hydroxyphenyl)ethyl]-2,2-dimethyl-1,3-dioxan-5-yl}carbamic acid t-butyl ester). The yield is 89.4%. RXN SMILES: [C:1]([O:5][C:6](=[O:35])[NH:7][C:8]1([C:16]#[C:17][C:18]2[CH:23]=[CH:22][C:21]([O:24]CC3C=CC=CC=3)=[C:20]([CH:32]([F:34])[F:33])[CH:19]=2)[CH2:13][O:12][C:11]([CH3:15])([CH3:14])[O:10][CH2:9]1)([CH3:4])([CH3:3])[CH3:2]>O1CCOCC1.[C].[Pd]>[C:1]([O:5][C:6](=[O:35])[NH:7][C:8]1([CH2:16][CH2:17][C:18]2[CH:23]=[CH:22][C:21]([OH:24])=[C:20]([CH:32]([F:34])[F:33])[CH:19]=2)[CH2:13][O:12][C:11]([CH3:15])([CH3:14])[O:10][CH2:9]1)([CH3:2])([CH3:3])[CH3:4] |f:2.3|. Procedure: Compound 51-3 (11.1 g) was dissolved in 1,4-dioxane (250 ml), 10% palladium carbon (3.5 g) was added, and the mixture was stirred under a hydrogen atmosphere at room temperature for 3.5 hr. The reaction container was purged with nitrogen, the solution was filtered, and the filtrate was concentrated. The residue was suspended in a mixed solution of diisopropyl ether and hexane and collected by filtration to give the object product (8.17 g) as a white powder. The reactants are C1CCOC1, CC(C)OC(=O)N=NC(=O)OC(C)C, O, CCOC(=O)CC1CCc2c1[nH]c1ccc(O)cc21, N#Cc1cc(CO)cc(OC(F)(F)F)c1, c1ccc(P(c2ccccc2)c2ccccc2)cc1. The product is CCOC(=O)CC1CCc2c1[nH]c1ccc(OCc3cc(C#N)cc(OC(F)(F)F)c3)cc21. Reaction SMILES: [CH2:68]1[O:69][CH2:70][CH2:71][CH2:72]1.[O:54]=[C:55]([O:56][CH:57]([CH3:58])[CH3:59])[N:60]=[N:61][C:62]([O:63][CH:64]([CH3:65])[CH3:66])=[O:67].[OH2:73].[OH:1][c:2]1[cH:3][c:4]2[c:5]3[c:6]([nH:7][c:8]2[cH:9][cH:10]1)[CH:11]([CH2:14][C:15](=[O:16])[O:17][CH2:18][CH3:19])[CH2:12][CH2:13]3.[OH:20][CH2:21][c:22]1[cH:23][c:24]([C:25]#[N:26])[cH:27][c:28]([O:30][C:31]([F:32])([F:33])[F:34])[cH:29]1.[c:35]1([P:36]([c:37]2[cH:38][cH:39][cH:40][cH:41][cH:42]2)[c:43]2[cH:44][cH:45][cH:46][cH:47][cH:48]2)[cH:49][cH:50][cH:51][cH:52][cH:53]1>>[O:1]([c:2]1[cH:3][c:4]2[c:5]3[c:6]([nH:7][c:8]2[cH:9][cH:10]1)[CH:11]([CH2:14][C:15](=[O:16])[O:17][CH2:18][CH3:19])[CH2:12][CH2:13]3)[CH2:21][c:22]1[cH:23][c:24]([C:25]#[N:26])[cH:27][c:28]([O:30][C:31]([F:32])([F:33])[F:34])[cH:29]1. The reactants are CC1([C@@H]([C@@H]1\C=C(\C(OC(C)(C)C)=O)/Br)C(=O)O)C ((1R,cis) 2,2-dimethyl-3(Z)-[2-bromo-3-oxo-3-tert.-butoxy-propenyl]-cyclopropane-1-carboxylic acid), C(#N)[C@H](C1=CC(=CC=C1)OC1=CC=CC=C1)O ((S)α-cyano-3-phenoxy-benzyl alcohol). The solvent is C(Cl)(Cl)Cl (chloroform). Product: CC1([C@@H]([C@@H]1\C=C(\C(OC(C)(C)C)=O)/Br)C(=O)O[C@@H](C1=CC(=CC=C1)OC1=CC=CC=C1)C#N)C ((S)α-cyano-3-phenoxy-benzyl (1R,cis) 2,2-dimethyl-3(Z)-[2-bromo-3-oxo-3-tert.-butoxy-propenyl]-cyclopropane-1-carboxylate). Reaction SMILES: [CH3:1][C:2]1([CH3:18])[C@@H:4](/[CH:5]=[C:6](\[Br:14])/[C:7](=[O:13])[O:8][C:9]([CH3:12])([CH3:11])[CH3:10])[C@H:3]1[C:15]([OH:17])=[O:16].[C:19]([C@@H:21](O)[C:22]1[CH:27]=[CH:26][CH:25]=[C:24]([O:28][C:29]2[CH:34]=[CH:33][CH:32]=[CH:31][CH:30]=2)[CH:23]=1)#[N:20]>C(Cl)(Cl)Cl>[CH3:1][C:2]1([CH3:18])[C@@H:4](/[CH:5]=[C:6](\[Br:14])/[C:7](=[O:13])[O:8][C:9]([CH3:10])([CH3:11])[CH3:12])[C@H:3]1[C:15]([O:17][C@H:21]([C:19]#[N:20])[C:22]1[CH:27]=[CH:26][CH:25]=[C:24]([O:28][C:29]2[CH:30]=[CH:31][CH:32]=[CH:33][CH:34]=2)[CH:23]=1)=[O:16]. Procedure details: Using the process of Example 1, (1R,cis) 2,2-dimethyl-3(Z)-[2-bromo-3-oxo-3-tert.-butoxy-propenyl]-cyclopropane-1-carboxylic acid and (S)α-cyano-3-phenoxy-benzyl alcohol were reacted to obtain (S)α-cyano-3-phenoxy-benzyl (1R,cis) 2,2-dimethyl-3(Z)-[2-bromo-3-oxo-3-tert.-butoxy-propenyl]-cyclopropane-1-carboxylate with a specific rotation of [α]D20 =+16.5°±2° (c=0.5% in chloroform). Reactants: CCS(=O)(=O)N1CCC(c2c[nH]c3c(C(N)=O)cc(-c4ccc(CO)cc4)cc23)CC1, C1CCOC1, O=[Mn]=O. Yields the product CCS(=O)(=O)N1CCC(c2c[nH]c3c(C(N)=O)cc(-c4ccc(C=O)cc4)cc23)CC1. Reaction SMILES: [CH2:1]([CH3:2])[S:3](=[O:4])(=[O:5])[N:6]1[CH2:7][CH2:8][CH:9]([c:12]2[cH:13][nH:14][c:15]3[c:16]([C:29](=[O:30])[NH2:31])[cH:17][c:18](-[c:21]4[cH:22][cH:23][c:24]([CH2:27][OH:28])[cH:25][cH:26]4)[cH:19][c:20]23)[CH2:10][CH2:11]1.[CH2:32]1[O:33][CH2:34][CH2:35][CH2:36]1.[O:37]=[Mn:38]=[O:39]>>[CH2:1]([CH3:2])[S:3](=[O:4])(=[O:5])[N:6]1[CH2:7][CH2:8][CH:9]([c:12]2[cH:13][nH:14][c:15]3[c:16]([C:29](=[O:30])[NH2:31])[cH:17][c:18](-[c:21]4[cH:22][cH:23][c:24]([CH:27]=[O:28])[cH:25][cH:26]4)[cH:19][c:20]23)[CH2:10][CH2:11]1. Starting materials: CC#N (CH3CN), ClC1=NC(=NC(=C1)N1CC(OCC1)C=1NC=C(N1)C1=C(C=CC=C1)Cl)N (4-chloro-6-{2-[4-(2-chlorophenyl)-1H-imidazol-2-yl]-4-morpholinyl}-2-pyrimidinamine), FC1=C(C#N)C=CC(=C1)B1OC(C(O1)(C)C)(C)C (2-fluoro-4-(4,4,5,5-tetramethyl-1,3,2-dioxaborolan-2-yl)benzonitrile), C(=O)([O-])[O-].[Na+].[Na+] (Na2CO3). The reagents and catalysts are C=1C=CC(=CC1)[P](C=2C=CC=CC2)(C=3C=CC=CC3)[Pd]([P](C=4C=CC=CC4)(C=5C=CC=CC5)C=6C=CC=CC6)([P](C=7C=CC=CC7)(C=8C=CC=CC8)C=9C=CC=CC9)[P](C=1C=CC=CC1)(C=1C=CC=CC1)C=1C=CC=CC1 (Pd(PPh3)4). Solvent: O (water), O1CCOCC1 (1,4-dioxane), O (water). Reaction conditions: temperature 140 celsius, time 1 hour. Product: NC1=NC(=CC(=N1)C1=CC(=C(C#N)C=C1)F)N1CC(OCC1)C=1NC=C(N1)C1=C(C=CC=C1)Cl (4-(2-Amino-6-{2-[4-(2-chlorophenyl)-1H-imidazol-2-yl]-4-morpholinyl}-4-pyrimidinyl)-2-fluorobenzonitrile). Isolated yield 41.0%. As a reaction SMILES: Cl[C:2]1[CH:7]=[C:6]([N:8]2[CH2:13][CH2:12][O:11][CH:10]([C:14]3[NH:15][CH:16]=[C:17]([C:19]4[CH:24]=[CH:23][CH:22]=[CH:21][C:20]=4[Cl:25])[N:18]=3)[CH2:9]2)[N:5]=[C:4]([NH2:26])[N:3]=1.[F:27][C:28]1[CH:35]=[C:34](B2OC(C)(C)C(C)(C)O2)[CH:33]=[CH:32][C:29]=1[C:30]#[N:31].C([O-])([O-])=O.[Na+].[Na+].CC#N>O1CCOCC1.O.C1C=CC([P]([Pd]([P](C2C=CC=CC=2)(C2C=CC=CC=2)C2C=CC=CC=2)([P](C2C=CC=CC=2)(C2C=CC=CC=2)C2C=CC=CC=2)[P](C2C=CC=CC=2)(C2C=CC=CC=2)C2C=CC=CC=2)(C2C=CC=CC=2)C2C=CC=CC=2)=CC=1>[NH2:26][C:4]1[N:3]=[C:2]([C:34]2[CH:33]=[CH:32][C:29]([C:30]#[N:31])=[C:28]([F:27])[CH:35]=2)[CH:7]=[C:6]([N:8]2[CH2:13][CH2:12][O:11][CH:10]([C:14]3[NH:15][CH:16]=[C:17]([C:19]4[CH:24]=[CH:23][CH:22]=[CH:21][C:20]=4[Cl:25])[N:18]=3)[CH2:9]2)[N:5]=1 |f:2.3.4,^1:64,66,85,104|. Reported procedure: A mixture of 4-chloro-6-{2-[4-(2-chlorophenyl)-1H-imidazol-2-yl]-4-morpholinyl}-2-pyrimidinamine (100 mg, 0.256 mmol), 2-fluoro-4-(4,4,5,5-tetramethyl-1,3,2-dioxaborolan-2-yl)benzonitrile (82 mg, 0.332 mmol), Na2CO3 (67.7 mg, 0.639 mmol) and Pd(PPh3)4 (29.5 mg, 0.026 mmol) in 1,4-dioxane (4 mL) and water (1 mL) was heated at 140° C. under microwave conditions with stirring for 1 hour. The reaction mixture was filtered, washed by EtOAc (100 mL), and concentrated. The resulting residue was purifie... The reactants are O=C(NC1=C(F)C(F)=C(C(F)=C1F)C(F)(F)F)C=2C=CC=CC2. The reagents and catalysts are O1B(OC(C)(C)C1(C)C)B2OC(C)(C)C(O2)(C)C, [K].O=P(O)(O)O, [K].O=S(=O)(O)OOS(=O)(=O)O, [Pd].O=C(O)C. The solvent is N#CC. Run at temperature 80 celsius, time 12 hour. The product is O=C(NC1=C(F)C(F)=C(C(F)=C1F)C(F)(F)F)C=2C=CC=CC2B3OC(C)(C)C(O3)(C)C. Yield: 0.0%.